From a dataset of the Open Reaction Database (ORD), a public repository of structured organic reaction records. describe an organic reaction: reactants, conditions, products, and yield Starting materials: C(C)(C)(C)OC(C)=O (acetic acid tert-butyl ester), C(C)(C)(C)OC(COC1=CC(=CC=C1)CN(CC1=CC=C(C=C1)C=1SC=CN1)S(=O)(=O)C)=O ((3-{[methanesulfonyl-(4-thiazol-2-yl-benzyl)-amino]-methyl}-phenoxy)-acetic acid tert-butyl ester), FC(C(=O)O)(F)F (trifluoroacetic acid). The product is CS(=O)(=O)N(CC1=CC=C(C=C1)C=1SC=CN1)CC=1C=C(OCC(=O)O)C=CC1 ((3-{[Methanesulfonyl-(4-thiazol-2-yl-benzyl)-amino]-methyl}-phenoxy)-acetic acid). Procedure: A solution of (3-{[methanesulfonyl-(4-thiazol-2-yl-benzyl)-amino]-methyl}-phenoxy)-acetic acid tert-butyl ester (0.074 g) in 2 mL CH2Cl2 was cooled to 0° C. and 2 mL acetic acid tert-butyl ester (0.074 g) in 2 mL CH2Cl2 was cooled to 0° C. and 2 mL trifluoroacetic acid was added. The reaction was stirred at room temperature for 2 hours. The solvent was removed by evaporation azeotroping with CH2Cl2 to afford the title compound (40 mg). 1H NMR (400 MHz, CDCl3) δ 9.94 (bs, 1H), 8.14 (s, 1H), 7.81 ... Run at time 2 hour. Solvent: C(Cl)Cl (CH2Cl2), C(Cl)Cl (CH2Cl2). RXN SMILES: C([O:5][C:6](=[O:33])[CH2:7][O:8][C:9]1[CH:14]=[CH:13][CH:12]=[C:11]([CH2:15][N:16]([S:29]([CH3:32])(=[O:31])=[O:30])[CH2:17][C:18]2[CH:23]=[CH:22][C:21]([C:24]3[S:25][CH:26]=[CH:27][N:28]=3)=[CH:20][CH:19]=2)[CH:10]=1)(C)(C)C.C(OC(=O)C)(C)(C)C.FC(F)(F)C(O)=O>C(Cl)Cl>[CH3:32][S:29]([N:16]([CH2:15][C:11]1[CH:10]=[C:9]([CH:14]=[CH:13][CH:12]=1)[O:8][CH2:7][C:6]([OH:33])=[O:5])[CH2:17][C:18]1[CH:19]=[CH:20][C:21]([C:24]2[S:25][CH:26]=[CH:27][N:28]=2)=[CH:22][CH:23]=1)(=[O:30])=[O:31]. Yield: 61.1%. The reactants are C(C)OC(C([C@@H](CC(C)C)C#N)C(=O)OCC)=O ((R)-3-cyano-2-ethoxycarbonyl-5-methyl-hexanoic acid ethyl ester), C(C)OC(C([C@@H](CC(C)C)C#N)C(=O)OCC)=O ((R)-3-cyano-2-ethoxycarbonyl-5-methyl-hexanoic acid ethyl ester), CCO (EtOH), [O-]CC.[Na+] (Sodium ethoxide). Solvent: CC(=O)O (HOAc). Run at temperature 80 celsius. The product is C(C)OC(C(C(CC(C)C)C#N)C(=O)OCC)=O ((R/S)-3-cyano-2-ethoxycarbonyl-5-methyl-hexanoic acid ethyl ester). As a reaction SMILES: [CH2:1]([O:3][C:4](=[O:18])[CH:5]([C:13]([O:15][CH2:16][CH3:17])=[O:14])[C@H:6]([C:11]#[N:12])[CH2:7][CH:8]([CH3:10])[CH3:9])[CH3:2].CCO.[O-]CC.[Na+]>CC(O)=O>[CH2:1]([O:3][C:4](=[O:18])[CH:5]([C:13]([O:15][CH2:16][CH3:17])=[O:14])[CH:6]([C:11]#[N:12])[CH2:7][CH:8]([CH3:10])[CH3:9])[CH3:2] |f:2.3|. Procedure details: A reactor was charged with (R)-3-cyano-2-ethoxycarbonyl-5-methyl-hexanoic acid ethyl ester (Formula 22, 49.5 kg) and EtOH (250 L). Sodium ethoxide (21% w/w in EtOH, 79.0 L, 1.1 eq) was added to the mixture, which was heated to 80° C. for 20 h. After completion of the reaction, the mixture was allowed to cool to RT and was neutralized by adding HOAc (12.2 L). Following evaporation of the EtOH, MTBE (150 L) was added to the mixture, and the resulting solution was filtered and evaporated to afford ... Reactants: O=C[C@H](O)[C@@H](O)[C@H](O)[C@H](O)CO (glucose), OP(=O)(O)[O-].[K+] (KH2PO4), OP(=O)([O-])[O-].[K+].[K+] (K2HPO4), MgSO4.7H2O, NaNO3, FeSO4.7H2O, [Cl-].[K+] (KCl), C(=O)(OCC)C1C(C2=CC=CC=C2CC1)=O (2-carboethoxy-1-tetralone), NO (hydroxylamine). The product is C(=O)(O)C1(C(C2=CC=CC=C2CC1)=O)C(=O)NO (2-carboxy-1-tetralone hydroxamic acid). Reaction SMILES: O=C[C@@H]([C@H]([C@@H]([C@@H]([CH2:11][OH:12])O)O)O)O.OP([O-])(O)=O.[K+].OP([O-])([O-])=O.[K+].[K+].[Cl-].[K+].[C:28]([CH:33]1[CH2:42][CH2:41][C:40]2[C:35](=[CH:36][CH:37]=[CH:38][CH:39]=2)[C:34]1=[O:43])([O:30]CC)=[O:29].[NH2:44][OH:45]>>[C:28]([C:33]1([C:11]([NH:44][OH:45])=[O:12])[CH2:42][CH2:41][C:40]2[C:35](=[CH:36][CH:37]=[CH:38][CH:39]=2)[C:34]1=[O:43])([OH:30])=[O:29] |f:1.2,3.4.5,6.7|. Reported procedure: Rhizopus arrhizus (ATCC 11145) is cultured according to the method of Buisson and Azerad (Tet. Lett. 27, 2631-2634 (1986), herein incorporated by reference) in one liter of a medium of glucose (30 grams), KH2PO4 (1 gram), K2HPO4 (2 grams), corn steep-liquor (10 grams) MgSO4.7H2O (0.5 gram), NaNO3 (2 grams), FeSO4.7H2O (0.02 gram), and KCl (0.5 gram) with rotary shaking at 25° C. Two grams of 2-carboxy-1-tetralone hydroxamic acid, produced by the reaction of 2-carboethoxy-1-tetralone with hydroxy... Procedure: In a vessel used in Example 52 were placed 100 g. (819 m. moles) of 3,5-dimethylphenol, 2.97 g. (29.7 m. moles) of 4-methyl-2-pentanone, 2.52 g. (44.5 m. moles) of 60 percent hydrogen peroxide and 0.01 g. of sodium bisulfate (NaHSO4.H2O), and the mixture was treated at 110° C. for 20 minutes in the same manner as in Example 52. As products, 2.19 g. (15.9 m. moles) of 3,5-dimethylcatechol and 1.25 g. (9.08 m. moles) of 2,6-dimethylhydroquinone were obtained. The yield of dihydric alkylphenols was... Solvent: CC(CC(C)=O)C (4-methyl-2-pentanone). The product is CC1=C(O)C(=CC(=C1)O)C (2,6-dimethylhydroquinone). Reaction SMILES: [CH3:1][C:2]1[CH:3]=[C:4]([OH:9])[CH:5]=[C:6]([CH3:8])[CH:7]=1.OO.S(=O)(=O)(O)[O-:13].[Na+].CC1C=C(C)C=C(O)C=1O>CC(C)CC(=O)C>[CH3:8][C:6]1[CH:5]=[C:4]([OH:9])[CH:3]=[C:2]([CH3:1])[C:7]=1[OH:13] |f:2.3|. Starting materials: CC=1C=C(C=C(C1)C)O (3,5-dimethylphenol), CC1=C(C(O)=CC(=C1)C)O (3,5-dimethylcatechol), OO (hydrogen peroxide), S([O-])(O)(=O)=O.[Na+] (sodium bisulfate).